This data is from the Open Reaction Database (ORD), a public repository of structured organic reaction records. The task is: describe an organic reaction: reactants, conditions, products, and yield Reactants: CN(C)CCCCN, O=C(O)c1cccc(-c2nnc(CSCCOc3ccccc3)o2)c1. Product: CN(C)CCCCNC(=O)c1cccc(-c2nnc(CSCCOc3ccccc3)o2)c1. Reaction SMILES: [CH3:26][N:27]([CH2:28][CH2:29][CH2:30][CH2:31][NH2:32])[CH3:33].[O:1]([c:2]1[cH:3][cH:4][cH:5][cH:6][cH:7]1)[CH2:8][CH2:9][S:10][CH2:11][c:12]1[n:13][n:14][c:15](-[c:17]2[cH:18][c:19]([C:20](=[O:21])[OH:22])[cH:23][cH:24][cH:25]2)[o:16]1>>[O:1]([c:2]1[cH:3][cH:4][cH:5][cH:6][cH:7]1)[CH2:8][CH2:9][S:10][CH2:11][c:12]1[n:13][n:14][c:15](-[c:17]2[cH:18][c:19]([C:20](=[O:22])[NH:32][CH2:31][CH2:30][CH2:29][CH2:28][N:27]([CH3:26])[CH3:33])[cH:23][cH:24][cH:25]2)[o:16]1. Reactants: CSc1ncc2c(=O)n(-c3cc(NC(=O)c4cccc(C(F)(F)F)c4)ccc3C)c(=O)[nH]c2n1, CCOC(C)=O, [H-], CI, [Na+], CN(C)C=O. Yields the product CSc1ncc2c(=O)n(-c3cc(NC(=O)c4cccc(C(F)(F)F)c4)ccc3C)c(=O)n(C)c2n1. Reaction SMILES: [CH3:3][c:4]1[c:5](-[n:23]2[c:24](=[O:36])[nH:25][c:26]3[n:27][c:28]([S:34][CH3:35])[n:29][cH:30][c:31]3[c:32]2=[O:33])[cH:6][c:7]([NH:10][C:11]([c:12]2[cH:13][c:14]([C:18]([F:19])([F:20])[F:21])[cH:15][cH:16][cH:17]2)=[O:22])[cH:8][cH:9]1.[CH3:44][CH2:45][O:46][C:47](=[O:48])[CH3:49].[H-:2].[I:37][CH3:38].[Na+:1].[O:39]=[CH:40][N:41]([CH3:42])[CH3:43]>>[CH3:3][c:4]1[c:5](-[n:23]2[c:24](=[O:36])[n:25]([CH3:38])[c:26]3[n:27][c:28]([S:34][CH3:35])[n:29][cH:30][c:31]3[c:32]2=[O:33])[cH:6][c:7]([NH:10][C:11]([c:12]2[cH:13][c:14]([C:18]([F:19])([F:20])[F:21])[cH:15][cH:16][cH:17]2)=[O:22])[cH:8][cH:9]1. Starting materials: Cc1[nH]c(=O)c2c(ccc3nc(Nc4c(Cl)cccc4Cl)n(C)c32)c1C, C1COCCO1, O=[Se]=O. The product is Cc1c(C=O)[nH]c(=O)c2c1ccc1nc(Nc3c(Cl)cccc3Cl)n(C)c12. Reaction SMILES: [Cl:1][c:2]1[c:3]([NH:9][c:10]2[n:11]([CH3:26])[c:12]3[c:13]([cH:14][cH:15][c:16]4[c:17]([CH3:24])[c:18]([CH3:23])[nH:19][c:20](=[O:22])[c:21]34)[n:25]2)[c:4]([Cl:8])[cH:5][cH:6][cH:7]1.[O:30]1[CH2:31][CH2:32][O:33][CH2:34][CH2:35]1.[Se:27](=[O:28])=[O:29]>>[Cl:1][c:2]1[c:3]([NH:9][c:10]2[n:11]([CH3:26])[c:12]3[c:13]([cH:14][cH:15][c:16]4[c:17]([CH3:24])[c:18]([CH:23]=[O:28])[nH:19][c:20](=[O:22])[c:21]34)[n:25]2)[c:4]([Cl:8])[cH:5][cH:6][cH:7]1. Starting materials: C(C)(=O)NC1=CC=C(C(=O)\C(=C/C(=O)O)\C)C=C1 (3-(4-acetamidobenzoyl)crotonic acid), N1[C@H](C(=O)O)CCC1 (L-proline). The product is C(C)(=O)NC1=CC=C(C(=O)\C(=C/C(=O)N2[C@H](C(=O)O)CCC2)\C)C=C1 (1-[3-(4-acetamidobenzoyl)crotonyl]-L-proline). RXN SMILES: [C:1]([NH:4][C:5]1[CH:18]=[CH:17][C:8]([C:9](/[C:11](/[CH3:16])=[CH:12]\[C:13]([OH:15])=O)=[O:10])=[CH:7][CH:6]=1)(=[O:3])[CH3:2].[NH:19]1[CH2:26][CH2:25][CH2:24][C@H:20]1[C:21]([OH:23])=[O:22]>>[C:1]([NH:4][C:5]1[CH:6]=[CH:7][C:8]([C:9](/[C:11](/[CH3:16])=[CH:12]\[C:13]([N:19]2[CH2:26][CH2:25][CH2:24][C@H:20]2[C:21]([OH:23])=[O:22])=[O:15])=[O:10])=[CH:17][CH:18]=1)(=[O:3])[CH3:2]. Procedure: As for Example 8, 3-(4-acetamidobenzoyl)crotonic acid is coupled to L-proline to give 1-[3-(4-acetamidobenzoyl)crotonyl]-L-proline. Reaction of the preceding compound with thiolacetic acid in carbontetrachloride as for Example 8 gives the product of the example as a glass. Reactants: CCOC(=O)c1sc(Br)nc1C, CCC1NCC1NC(=O)OC(C)(C)C, CCN(C(C)C)C(C)C. Yields the product CCOC(=O)c1sc(N2CC(NC(=O)OC(C)(C)C)C2CC)nc1C. Reaction SMILES: [Br:15][c:16]1[s:17][c:18]([C:22](=[O:23])[O:24][CH2:25][CH3:26])[c:19]([CH3:21])[n:20]1.[C:1]([CH3:2])([CH3:3])([CH3:4])[O:5][C:6](=[O:7])[NH:8][CH:9]1[CH:10]([CH2:13][CH3:14])[NH:11][CH2:12]1.[CH:27]([N:28]([CH:29]([CH3:30])[CH3:31])[CH2:32][CH3:33])([CH3:34])[CH3:35]>>[C:1]([CH3:2])([CH3:3])([CH3:4])[O:5][C:6](=[O:7])[NH:8][CH:9]1[CH:10]([CH2:13][CH3:14])[N:11]([c:16]2[s:17][c:18]([C:22](=[O:23])[O:24][CH2:25][CH3:26])[c:19]([CH3:21])[n:20]2)[CH2:12]1. Starting materials: Cl.ClC1=CN=C(C2=CC(=CC=C12)S(=O)(=O)N(C1(CCCC1)C(=O)N(C)C)CCO)NC(=N)N (1-[({4-Chloro-1-guanidino-7-isoquinolinyl}sulphonyl)(2-hydroxyethyl)amino]-N,N-dimethylcyclopentanecarboxamide hydrochloride), Cl.ClC1=CN=C(C2=CC(=CC=C12)S(=O)(=O)NC1(CCCC1)C(=O)O)NC(=N)N (N-({4-chloro-1-guanidino-7-isoquinolinyl}sulphonyl)cycloleucine hydrochloride), CNC (N,N-dimethylamine). Reagents/catalysts: CN(C)C=O (DMF). Solvent: C(Cl)Cl (CH2Cl2), C(Cl)Cl (CH2Cl2). Reaction conditions: time 2 hour. Product: ClC1=CN=C(C2=CC(=CC=C12)S(=O)(=O)NC1(CCCC1)C(=O)N(C)C)NC(=N)N (1-[({4-chloro-1-guanidino-7-isoquinolinyl}sulphonyl)amino]-N,N-dimethylcyclopentanecarboxamide). Yield: 17.3%. RXN SMILES: Cl.[Cl:2][C:3]1[C:12]2[C:7](=[CH:8][C:9]([S:13]([N:16](CCO)[C:17]3([C:22]([N:24]([CH3:26])[CH3:25])=[O:23])[CH2:21][CH2:20][CH2:19][CH2:18]3)(=[O:15])=[O:14])=[CH:10][CH:11]=2)[C:6]([NH:30][C:31]([NH2:33])=[NH:32])=[N:5][CH:4]=1.Cl.ClC1C2C(=CC(S(NC3(C(O)=O)CCCC3)(=O)=O)=CC=2)C(NC(N)=N)=NC=1.CNC>C(Cl)Cl.CN(C=O)C>[Cl:2][C:3]1[C:12]2[C:7](=[CH:8][C:9]([S:13]([NH:16][C:17]3([C:22]([N:24]([CH3:26])[CH3:25])=[O:23])[CH2:21][CH2:20][CH2:19][CH2:18]3)(=[O:14])=[O:15])=[CH:10][CH:11]=2)[C:6]([NH:30][C:31]([NH2:33])=[NH:32])=[N:5][CH:4]=1 |f:0.1,2.3|. Reported procedure: 1-[({4-Chloro-1-guanidino-7-isoquinolinyl}sulphonyl)(2-hydroxyethyl)amino]-N,N-dimethylcyclopentanecarboxamide hydrochloride ##STR97## Oxalyl chloride (3.5 ml, 4.0 mmol) was added to a suspension of N-({4-chloro-1-guanidino-7-isoquinolinyl}sulphonyl)cycloleucine hydrochloride (870 mg, 1.94 mmol) in CH2Cl2 (100 ml), followed by DMF (5 drops), and the reaction stirred at room temperature for 2 h. The solution was concentrated in vacuo and azeotroped with toluene to give a yellow gum. This was diss...